From a dataset of the Open Reaction Database (ORD), a public repository of structured organic reaction records. describe an organic reaction: reactants, conditions, products, and yield The reactants are S1C(=NC2=C1C=CC=C2)C=2C(OC1=CC(=CC=C1C2)N2CCNCC2)=O (3-benzothiazol-2-yl-7-piperazin-1-yl-chromen-2-one), C([O-])([O-])=O.[Cs+].[Cs+] (cesium carbonate), ICCO (2-iodoethanol). The solvent is CN(C)C=O (DMF). Yields the product S1C(=NC2=C1C=CC=C2)C=2C(OC1=CC(=CC=C1C2)N2CCN(CC2)CCO)=O (3-Benzothiazol-2-yl-7-[4-(2-hydroxy-ethyl)-piperazin-1-yl]-chromen-2-one). Yield: 26.0%. Reaction SMILES: [S:1]1[C:5]2[CH:6]=[CH:7][CH:8]=[CH:9][C:4]=2[N:3]=[C:2]1[C:10]1[C:11](=[O:26])[O:12][C:13]2[C:18]([CH:19]=1)=[CH:17][CH:16]=[C:15]([N:20]1[CH2:25][CH2:24][NH:23][CH2:22][CH2:21]1)[CH:14]=2.C(=O)([O-])[O-].[Cs+].[Cs+].I[CH2:34][CH2:35][OH:36]>CN(C=O)C>[S:1]1[C:5]2[CH:6]=[CH:7][CH:8]=[CH:9][C:4]=2[N:3]=[C:2]1[C:10]1[C:11](=[O:26])[O:12][C:13]2[C:18]([CH:19]=1)=[CH:17][CH:16]=[C:15]([N:20]1[CH2:25][CH2:24][N:23]([CH2:34][CH2:35][OH:36])[CH2:22][CH2:21]1)[CH:14]=2 |f:1.2.3|. Procedure details: 240 mg crude 3-benzothiazol-2-yl-7-piperazin-1-yl-chromen-2-one in 10 mL DMF are stirred for 72 h at room temperature in the presence of 858 mg (at least 4 eq.) cesium carbonate and 0.103 mL (at least 2 eq.) 2-iodoethanol. The reaction mixture is extracted with ethyl acetate and a saturated solution of sodium carbonate and washed with brine. The combined organic phases are dried with sodium sulphate and evaporated. The residue is column chromatographed (silica gel, dichloromethane/methanol 95:5+... The reactants are COC1=CC=C(C(=O)Cl)C=C1 (4-methoxybenzoic acid chloride), NC=1C(C2=CC=CC=C2C(C1Cl)=O)=O (2-amino-3-chloro-1,4-dihydro-1,4-dioxonaphthalene), S(O)(O)(=O)=O (sulfuric acid). Solvent: ClCCl (dichloromethane), ClCCl (dichloromethane). Yields the product O=C1C=2C=CC=CC2C(C2=C1N=C(O2)C2=CC=C(C=C2)OC)=O (4,9-dihydro-4,9-dioxo-2-(4-methoxyphenyl)-naphtho[2,3-d]oxazole). Yield: 56.0%. Reaction SMILES: [NH2:1][C:2]1[C:3](=[O:14])[C:4]2[C:9]([C:10](=[O:13])[C:11]=1Cl)=[CH:8][CH:7]=[CH:6][CH:5]=2.[CH3:15][O:16][C:17]1[CH:25]=[CH:24][C:20]([C:21](Cl)=[O:22])=[CH:19][CH:18]=1.S(=O)(=O)(O)O>ClCCl>[O:14]=[C:3]1[C:2]2[N:1]=[C:21]([C:20]3[CH:24]=[CH:25][C:17]([O:16][CH3:15])=[CH:18][CH:19]=3)[O:22][C:11]=2[C:10](=[O:13])[C:9]2[CH:8]=[CH:7][CH:6]=[CH:5][C:4]1=2. Procedure details: To a solution of 5.0 g (24 mmol) of 2-amino-3-chloro-1,4-dihydro-1,4-dioxonaphthalene in 80 mL of dichloromethane, one adds, with protection from light and at ambient temperature, 16 mL (120 mmol) of 4-methoxybenzoic acid chloride, then 0.003 mL of concentrated sulfuric acid. After 3 h of reflux, the reaction mixture is evaporated to dryness; the black oily residue obtained is redissolved in 300 mL of dichloromethane, washed with a solution of 10N sodium hydroxide, then with water, and finally d... Reactants: ClC=1C=CC(=C(CC2(CCN(CC2)C(=O)OC(C)(C)C)C(=O)OCC)C1)[N+](=O)[O-] (1-tert-butyl 4-ethyl 4-(5-chloro-2-nitrobenzyl)piperidine-1,4-dicarboxylate). Reagents/catalysts: [Pd] (Palladium on carbon). The solvent is CCO (EtOH). Conditions: time 24 hour. Product: NC1=C(CC2(CCN(CC2)C(=O)OC(C)(C)C)C(=O)OCC)C=CC=C1 (1-tert-butyl 4-ethyl 4-(2-aminobenzyl)piperidine-1,4-dicarboxylate). Yield: 94.2%. RXN SMILES: Cl[C:2]1[CH:3]=[CH:4][C:5]([N+:27]([O-])=O)=[C:6]([CH:26]=1)[CH2:7][C:8]1([C:21]([O:23][CH2:24][CH3:25])=[O:22])[CH2:13][CH2:12][N:11]([C:14]([O:16][C:17]([CH3:20])([CH3:19])[CH3:18])=[O:15])[CH2:10][CH2:9]1>[Pd].CCO>[NH2:27][C:5]1[CH:4]=[CH:3][CH:2]=[CH:26][C:6]=1[CH2:7][C:8]1([C:21]([O:23][CH2:24][CH3:25])=[O:22])[CH2:13][CH2:12][N:11]([C:14]([O:16][C:17]([CH3:20])([CH3:18])[CH3:19])=[O:15])[CH2:10][CH2:9]1. Procedure: 10% Palladium on carbon (200 mg) was added to a solution of 1-tert-butyl 4-ethyl 4-(5-chloro-2-nitrobenzyl)piperidine-1,4-dicarboxylate (250 mg, 0.586 mmol) in EtOH (15 mL). The reaction vessel was evacuated and back-filled with nitrogen (3×), then back-filled with hydrogen (55 psi). After 24 h, the mixture was filtered though celite and concentrated to give the title compound (0.20 g). MS: m/z=363.1 (M+1). Starting materials: O=C([O-])[O-], Cc1noc(-c2ccc(Cl)nn2)n1, Cl, [K+], [K+], O=C1c2ccccc2OC12CCNCC2. Yields the product Cc1noc(-c2ccc(N3CCC4(CC3)Oc3ccccc3C4=O)nn2)n1. Reaction SMILES: [C:30](=[O:31])([O-:32])[O-:33].[Cl:1][c:2]1[n:3][n:4][c:5](-[c:8]2[n:9][c:10]([CH3:13])[n:11][o:12]2)[cH:6][cH:7]1.[ClH:14].[K+:34].[K+:35].[NH:15]1[CH2:16][CH2:17][C:18]2([O:19][c:20]3[c:21]([cH:24][cH:25][cH:26][cH:27]3)[C:22]2=[O:23])[CH2:28][CH2:29]1>>[c:2]1([N:15]2[CH2:16][CH2:17][C:18]3([O:19][c:20]4[c:21]([cH:24][cH:25][cH:26][cH:27]4)[C:22]3=[O:23])[CH2:28][CH2:29]2)[n:3][n:4][c:5](-[c:8]2[n:9][c:10]([CH3:13])[n:11][o:12]2)[cH:6][cH:7]1. The reactants are OOS(=O)[O-].[K+] (oxone), O (water), CC1(COC1)CSCC1(COC1)C (Bis((3-methyloxetan-3-yl)methyl)sulfane). The solvent is CO (MeOH). Run at temperature 10 celsius, time 1 hour. The product is S(=O)(=O)(CC1(COC1)C)CC1(COC1)C (3,3′-Sulfonylbis(methylene)bis(3-methyloxetane)). Yield: 96.0%. As a reaction SMILES: [OH:1]OS([O-])=O.[K+].[CH3:7][C:8]1([CH2:12][S:13][CH2:14][C:15]2([CH3:19])[CH2:18][O:17][CH2:16]2)[CH2:11][O:10][CH2:9]1.[OH2:20]>CO>[S:13]([CH2:12][C:8]1([CH3:7])[CH2:11][O:10][CH2:9]1)([CH2:14][C:15]1([CH3:19])[CH2:16][O:17][CH2:18]1)(=[O:1])=[O:20] |f:0.1|. Reported procedure: A suspension of oxone (650 mg, 1.06 mmol) in water (2.0 mL) was cooled to 10° C. and treated (dropwise) with a solution of 6 (108 mg, 0.533 mmol) in MeOH (2.0 mL). The solution was warmed to rt and stirred for 1 h. MeOH was removed in vacuo, and the aqueous layer was diluted with water (5 mL) and extracted with CH2C12 (4×10 mL). The combined organic layers were washed with brine (5 mL), dried (MgSO4), and concentrated in vacuo to afford the sulfone (120 mg, 96%) as a white solid: Mp 93.4-95.1° C... The reactants are BrB(Br)Br, CCOC(C)=O, COc1cc([N+](=O)[O-])ccc1F. Yields the product O=[N+]([O-])c1ccc(F)c(O)c1. Reaction SMILES: [B:1]([Br:2])([Br:3])[Br:4].[CH3:17][CH2:18][O:19][C:20](=[O:21])[CH3:22].[F:5][c:6]1[c:7]([O:15][CH3:16])[cH:8][c:9]([N+:12](=[O:13])[O-:14])[cH:10][cH:11]1>>[F:5][c:6]1[c:7]([OH:15])[cH:8][c:9]([N+:12](=[O:13])[O-:14])[cH:10][cH:11]1. Starting materials: ClC(Cl)(Cl)Cl, CCc1cc(C(F)(C(F)(F)F)C(F)(F)F)cc(C)c1NC(=O)c1cccc(N)c1, O=S(Cl)Cl. Product: CCc1cc(C(F)(C(F)(F)F)C(F)(F)F)cc(C)c1NC(=O)c1cccc(N=S=O)c1. RXN SMILES: [C:34]([Cl:35])([Cl:36])([Cl:37])[Cl:38].[NH2:1][c:2]1[cH:3][c:4]([C:5](=[O:6])[NH:7][c:8]2[c:9]([CH2:25][CH3:26])[cH:10][c:11]([C:15]([C:16]([F:17])([F:18])[F:19])([C:20]([F:21])([F:22])[F:23])[F:24])[cH:12][c:13]2[CH3:14])[cH:27][cH:28][cH:29]1.[S:30](=[O:31])([Cl:32])[Cl:33]>>[N:1]([c:2]1[cH:3][c:4]([C:5](=[O:6])[NH:7][c:8]2[c:9]([CH2:25][CH3:26])[cH:10][c:11]([C:15]([C:16]([F:17])([F:18])[F:19])([C:20]([F:21])([F:22])[F:23])[F:24])[cH:12][c:13]2[CH3:14])[cH:27][cH:28][cH:29]1)=[S:30]=[O:31]. Reactants: COC(C1=CC(=CC=C1)N1CCC2(OCCO2)CC1)=O (methyl-3-(1,4-dioxa-8-azaspiro[4.5]dec-8-yl)-benzoate), C1CCOC1 (THF), C(=O)(O)[O-].[Na+] (NaHCO3). The solvent is O (water), S(O)(O)(=O)=O (sulfuric acid). Yields the product COC(C1=CC(=CC=C1)N1CCC(CC1)=O)=O (Methyl-3-(4-oxopiperidin-1-yl)-benzoate). The yield is 84.9%. Reaction SMILES: [CH3:1][O:2][C:3](=[O:20])[C:4]1[CH:9]=[CH:8][CH:7]=[C:6]([N:10]2[CH2:19][CH2:18][C:13]3(OCC[O:14]3)[CH2:12][CH2:11]2)[CH:5]=1.C1COCC1.C([O-])(O)=O.[Na+]>S(=O)(=O)(O)O.O>[CH3:1][O:2][C:3](=[O:20])[C:4]1[CH:9]=[CH:8][CH:7]=[C:6]([N:10]2[CH2:19][CH2:18][C:13](=[O:14])[CH2:12][CH2:11]2)[CH:5]=1 |f:2.3|. Reported procedure: A solution of methyl-3-(1,4-dioxa-8-azaspiro[4.5]dec-8-yl)-benzoate (3.85 g, 13.88 mmol) in 10% aqueous sulfuric acid (40 mL and THF (40 mL) was stirred at ambient temperature for 14 days. The reaction mixture was neutralized by cautious addition of NaHCO3 and simultaneously diluting with water. The aqueous mixture was extracted with EtOAc (2×75 mL) and the combined organic extracts were dried (MgSO4), filtered, and concentrated to give the title compound as an oil (2.75 g, 85%) which was used w...